From a dataset of the Open Reaction Database (ORD), a public repository of structured organic reaction records. describe an organic reaction: reactants, conditions, products, and yield Reactants: CN1C=C(C2=CC(=CC=C12)C(=O)O)C1=CC=2C(=NC=C3C2N(N=C3)C)N1 (1-Methyl-3-(1-methyl-1,6-dihydropyrazolo[3,4-d]pyrrolo[2,3-b]pyridin-7-yl)-1H-indole-5-carboxylic acid), CS(=O)(=O)N (methanesulfonamide). The reagents and catalysts are CN(C)C=1C=CN=CC1 (DMAP). Solvent: CC(C)(C)O (t-BuOH), ClCCCl (DCE), C(CCl)Cl (EDC). Conditions: time 16 hour. Yields the product CN1C=C(C2=CC(=CC=C12)C(=O)NS(=O)(=O)C)C1=CC=2C(=NC=C3C2N(N=C3)C)N1 (1-methyl-3-(1-methyl-1,6-dihydropyrazolo[3,4-d]pyrrolo[2,3-b]pyridin-7-yl)-N-(methylsulfonyl)-1H-indole-5-carboxamide). Isolated yield 40.6%. As a reaction SMILES: [CH3:1][N:2]1[C:10]2[C:5](=[CH:6][C:7]([C:11](O)=[O:12])=[CH:8][CH:9]=2)[C:4]([C:14]2[NH:26][C:17]3=[N:18][CH:19]=[C:20]4[CH:24]=[N:23][N:22]([CH3:25])[C:21]4=[C:16]3[CH:15]=2)=[CH:3]1.[CH3:27][S:28]([NH2:31])(=[O:30])=[O:29]>ClCCCl.CC(O)(C)C.CN(C1C=CN=CC=1)C>[CH3:1][N:2]1[C:10]2[C:5](=[CH:6][C:7]([C:11]([NH:31][S:28]([CH3:27])(=[O:30])=[O:29])=[O:12])=[CH:8][CH:9]=2)[C:4]([C:14]2[NH:26][C:17]3=[N:18][CH:19]=[C:20]4[CH:24]=[N:23][N:22]([CH3:25])[C:21]4=[C:16]3[CH:15]=2)=[CH:3]1. Reported procedure: 1-Methyl-3-(1-methyl-1,6-dihydropyrazolo[3,4-d]pyrrolo[2,3-b]pyridin-7-yl)-1H-indole-5-carboxylic acid (0.047 g, 0.14 mmol, Example #AN.1), methanesulfonamide (0.039 g, 0.41 mmol) and EDC (0.065 g, 0.34 mmol) were combined in a mixture of DCE (1.31 mL) and t-BuOH (1.31 mL). DMAP (0.050 g, 0.41 mmol) was added and the mixture was stirred at rt for about 16 h. The mixture was purified by flash chromatography (12 g silica gel column, (6:3:1 CHCl3/MeOH/saturated NH4OH)/EtOAc 50-85%) to give 1-methyl... The reactants are COC1=CC=C2C(N(C(NC2=C1)=O)C)=O (7-Methoxy-3-methylquinazoline-2,4(1H,3H)-dione), CS(=O)(=O)OCCN1CCC(CC1)NC(=O)OC(C)(C)C (2-{4-[(tert-butoxycarbonyl)amino]piperidin-1-yl}ethyl methanesulfonate), CS(=O)(=O)OCCN1CCC(CC1)NC(=O)OC(C)(C)C (2-{4-[(tert-butoxycarbonyl)amino]piperidin-1-yl}ethyl methanesulfonate), COC1=CC=C2C(N(C(NC2=C1)=O)C)=O (7-Methoxy-3-methylquinazoline-2,4(1H,3H)-dione), C[Si](C)(C)[N-][Si](C)(C)C.[Li+] (lithium bis(trimethylsilyl)amide), COC1=CC=C2C=CC(N(C2=C1)CCN1CCC(CC1)NC(OC(C)(C)C)=O)=O (tert-butyl {1-[2-(7-methoxy-2-oxoquinolin-1(2H)-yl)ethyl]piperidin-4-yl}carbamate). Run in ClCCl.CO (dichloromethane methanol). Product: COC1=CC=C2C(N(C(N(C2=C1)CCN1CCC(CC1)NC(OC(C)(C)C)=O)=O)C)=O (tert-Butyl {1-[2-(7-methoxy-3-methyl-2,4-dioxo-3,4-dihydroquinazolin-1(2H)-yl)ethyl]piperidin-4-yl}carbamate). Isolated yield 18.5%. Reaction SMILES: [CH3:1][O:2][C:3]1[CH:12]=[C:11]2[C:6]([C:7](=[O:15])[N:8]([CH3:14])[C:9](=[O:13])[NH:10]2)=[CH:5][CH:4]=1.C[Si]([N-][Si](C)(C)C)(C)C.[Li+].CS(O[CH2:31][CH2:32][N:33]1[CH2:38][CH2:37][CH:36]([NH:39][C:40]([O:42][C:43]([CH3:46])([CH3:45])[CH3:44])=[O:41])[CH2:35][CH2:34]1)(=O)=O.COC1C=C2C(C=CC(=O)N2CCN2CCC(NC(=O)OC(C)(C)C)CC2)=CC=1>ClCCl.CO>[CH3:1][O:2][C:3]1[CH:12]=[C:11]2[C:6]([C:7](=[O:15])[N:8]([CH3:14])[C:9](=[O:13])[N:10]2[CH2:31][CH2:32][N:33]2[CH2:38][CH2:37][CH:36]([NH:39][C:40](=[O:41])[O:42][C:43]([CH3:46])([CH3:45])[CH3:44])[CH2:35][CH2:34]2)=[CH:5][CH:4]=1 |f:1.2,5.6|. Reported procedure: 7-Methoxy-3-methylquinazoline-2,4(1H,3H)-dione (Intermediate 112, 523 mg, 2.5 mmol) was deprotonated with lithium bis(trimethylsilyl)amide (1M in tetrahydrofuran, 1.9 mL, 1.9 mmol) and alkylated with 2-{4-[(tert-butoxycarbonyl)amino]piperidin-1-yl}ethyl methanesulfonate (Intermediate 6, 3.4 mmol) as described for Intermediate 2. Chromatography on silica gel with dichloromethane/methanol (95:5) gave 200 mg (18%) of the product as a colorless solid.